Dataset: the Open Reaction Database (ORD), a public repository of structured organic reaction records. Task: describe an organic reaction: reactants, conditions, products, and yield Reactants: C[Si](C)(C)CC[Si](C)(C)CCCOCC1CO1, CCO, OCCN1CCNCC1. Product: C[Si](C)(C)CC[Si](C)(C)CCCOCC(O)CN1CCN(CCO)CC1. Reaction SMILES: [CH3:10][Si:11]([CH2:12][CH2:13][CH2:14][O:15][CH2:16][CH:17]1[O:18][CH2:19]1)([CH2:20][CH2:21][Si:22]([CH3:23])([CH3:24])[CH3:25])[CH3:26].[CH3:27][CH2:28][OH:29].[N:1]1([CH2:7][CH2:8][OH:9])[CH2:2][CH2:3][NH:4][CH2:5][CH2:6]1>>[N:1]1([CH2:7][CH2:8][OH:9])[CH2:2][CH2:3][N:4]([CH2:19][CH:17]([CH2:16][O:15][CH2:14][CH2:13][CH2:12][Si:11]([CH3:10])([CH2:20][CH2:21][Si:22]([CH3:23])([CH3:24])[CH3:25])[CH3:26])[OH:18])[CH2:5][CH2:6]1. Reaction SMILES: [CH2:1]([NH:2][c:3]1[cH:4][cH:5][cH:6][cH:7][c:8]1[CH:9]1[CH2:10][CH2:11][c:12]2[c:13]([cH:14][cH:15][c:16]([O:17][CH3:18])[cH:19]2)[CH2:20]1)[CH3:21].[CH2:41]([CH3:42])[N:43]([CH2:44][c:45]1[cH:46][cH:47][c:48]([O:51][CH2:52][CH2:53][N:54]2[CH2:55][CH2:56][CH2:57][CH2:58][CH2:59]2)[cH:49][cH:50]1)[c:60]1[c:61]([CH:66]2[CH2:67][c:68]3[cH:69][cH:70][c:71]([O:76][CH3:77])[cH:72][c:73]3[CH2:74][CH2:75]2)[cH:62][cH:63][cH:64][cH:65]1.[ClH:22].[N:23]1([CH2:24][CH2:25][O:26][c:27]2[cH:28][cH:29][c:30]([C:31]([OH:32])=[O:33])[cH:34][cH:35]2)[CH2:36][CH2:37][CH2:38][CH2:39][CH2:40]1>>[CH2:41]([CH3:42])[N:43]([CH2:44][c:45]1[cH:46][cH:47][c:48]([O:51][CH2:52][CH2:53][N:54]2[CH2:55][CH2:56][CH2:57][CH2:58][CH2:59]2)[cH:49][cH:50]1)[c:60]1[c:61]([CH:66]2[CH2:67][c:68]3[cH:69][cH:70][c:71]([OH:76])[cH:72][c:73]3[CH2:74][CH2:75]2)[cH:62][cH:63][cH:64][cH:65]1. Yields the product CCN(Cc1ccc(OCCN2CCCCC2)cc1)c1ccccc1C1CCc2cc(O)ccc2C1. Reactants: CCNc1ccccc1C1CCc2cc(OC)ccc2C1, CCN(Cc1ccc(OCCN2CCCCC2)cc1)c1ccccc1C1CCc2cc(OC)ccc2C1, Cl, O=C(O)c1ccc(OCCN2CCCCC2)cc1. Reactants: Cc1ccc(C=O)cc1, C#CCCCC. The product is CCCCC=CC(O)c1ccc(C)cc1. As a reaction SMILES: [CH3:7][c:8]1[cH:9][cH:10][c:11]([CH:12]=[O:13])[cH:14][cH:15]1.[CH:1]#[C:2][CH2:3][CH2:4][CH2:5][CH3:6]>>[CH:1](=[CH:2][CH2:3][CH2:4][CH2:5][CH3:6])[CH:12]([c:11]1[cH:10][cH:9][c:8]([CH3:7])[cH:15][cH:14]1)[OH:13]. The product is O=Cc1cc(Br)ncc1Cl. Reaction SMILES: [Br:13][c:14]1[n:15][cH:16][c:17]([Cl:20])[cH:18][cH:19]1.[CH2:28]1[O:29][CH2:30][CH2:31][CH2:32]1.[CH3:8][CH2:9][CH2:10][CH2:11][Li:12].[CH:1]([NH:2][CH:3]([CH3:4])[CH3:5])([CH3:6])[CH3:7].[Na+:27].[O:21]=[CH:22][N:23]([CH3:24])[CH3:25].[OH-:26].[OH2:33]>>[Br:13][c:14]1[n:15][cH:16][c:17]([Cl:20])[c:18]([CH:22]=[O:21])[cH:19]1. The reactants are Clc1ccc(Br)nc1, C1CCOC1, [Li]CCCC, CC(C)NC(C)C, [Na+], CN(C)C=O, [OH-], O. Starting materials: C(C=CC1=CC=CC=C1)Br (cinnamyl bromide), N1CCNCC1 (piperazine), CC(=O)C (acetone), C([O-])([O-])=O.[K+].[K+] (potassium carbonate). The solvent is O (water). The product is C(C)(=O)N1CCN(CC1)CC=CC1=CC=CC=C1 (1-acetyl-4-cinnamylpiperazine). RXN SMILES: [CH2:1](Br)[CH:2]=[CH:3][C:4]1[CH:9]=[CH:8][CH:7]=[CH:6][CH:5]=1.[NH:11]1[CH2:16][CH2:15][NH:14][CH2:13][CH2:12]1.[CH3:17][C:18](C)=[O:19].C(=O)([O-])[O-].[K+].[K+]>O>[C:18]([N:11]1[CH2:16][CH2:15][N:14]([CH2:1][CH:2]=[CH:3][C:4]2[CH:9]=[CH:8][CH:7]=[CH:6][CH:5]=2)[CH2:13][CH2:12]1)(=[O:19])[CH3:17] |f:3.4.5|. Reported procedure: 5 Grams of cinnamyl bromide, 5 g of anhydrous piperazine and 50 ml of acetone solution containing 8.4 g of anhydrous potassium carbonate were refluxed for 6 hours. To the reaction mixture was added water and the whole mixture was extracted with chloroform. The chloroform layer was washed with water, dried and the solvent was removed by evaporation. 2.2 Grams of 1-acetyl-4-cinnamylpiperazine thus obtained was dissolved in 80% of methanol, and 2 g of potassium hydroxide was added thereto, then the... Reactants: ClCC1CN(Cc2ccccc2)CCO1, Cc1c(F)cc(C(=O)NC2CC2)cc1-c1ccc2[nH]ncc2c1, [H-], [Na+], CN(C)C=O. Product: Cc1c(F)cc(C(=O)NC2CC2)cc1-c1ccc2c(cnn2CC2CN(Cc3ccccc3)CCO2)c1. As a reaction SMILES: [CH2:26]([c:27]1[cH:28][cH:29][cH:30][cH:31][cH:32]1)[N:33]1[CH2:34][CH:35]([CH2:39][Cl:40])[O:36][CH2:37][CH2:38]1.[CH:3]1([NH:6][C:7]([c:8]2[cH:9][c:10]([F:24])[c:11]([CH3:23])[c:12](-[c:14]3[cH:15][c:16]4[cH:17][n:18][nH:19][c:20]4[cH:21][cH:22]3)[cH:13]2)=[O:25])[CH2:4][CH2:5]1.[H-:1].[Na+:2].[O:41]=[CH:42][N:43]([CH3:44])[CH3:45]>>[CH:3]1([NH:6][C:7]([c:8]2[cH:9][c:10]([F:24])[c:11]([CH3:23])[c:12](-[c:14]3[cH:15][c:16]4[cH:17][n:18][n:19]([CH2:39][CH:35]5[CH2:34][N:33]([CH2:26][c:27]6[cH:28][cH:29][cH:30][cH:31][cH:32]6)[CH2:38][CH2:37][O:36]5)[c:20]4[cH:21][cH:22]3)[cH:13]2)=[O:25])[CH2:4][CH2:5]1.